From a dataset of the Open Reaction Database (ORD), a public repository of structured organic reaction records. describe an organic reaction: reactants, conditions, products, and yield Starting materials: C(C)(C)(C)OC(=O)N1CCC(CC1)NC1=CC(=CC=C1)C1=NC(=NC=C1)Cl (4-[3-(2-Chloro-pyrimidin-4-yl)-phenylamino]-piperidine-1-carboxylic acid tert-butyl ester), NCCC1=CC(=C(C=C1)O)Br (4-(2-Amino-ethyl)-2-bromo-phenol), 468. The product is BrC1=C(C=CC(=C1)CCNC1=NC=CC(=N1)C1=CC(=CC=C1)NC1CCNCC1)O (2-Bromo-4-(2-{4-[3-(piperidin-4-ylamino)-phenyl]-pyrimidin-2-ylamino}-ethyl)-phenol). Reaction SMILES: C(OC([N:8]1[CH2:13][CH2:12][CH:11]([NH:14][C:15]2[CH:20]=[CH:19][CH:18]=[C:17]([C:21]3[CH:26]=[CH:25][N:24]=[C:23](Cl)[N:22]=3)[CH:16]=2)[CH2:10][CH2:9]1)=O)(C)(C)C.[NH2:28][CH2:29][CH2:30][C:31]1[CH:36]=[CH:35][C:34]([OH:37])=[C:33]([Br:38])[CH:32]=1>>[Br:38][C:33]1[CH:32]=[C:31]([CH2:30][CH2:29][NH:28][C:23]2[N:22]=[C:21]([C:17]3[CH:18]=[CH:19][CH:20]=[C:15]([NH:14][CH:11]4[CH2:10][CH2:9][NH:8][CH2:13][CH2:12]4)[CH:16]=3)[CH:26]=[CH:25][N:24]=2)[CH:36]=[CH:35][C:34]=1[OH:37]. Procedure: Intermediate 7 was coupled with 4-(2-Amino-ethyl)-2-bromo-phenol following procedure F and the resulting product deprotected following procedure G. LC-MS showed the product had the expected M+H+ of 468. 1H NMR (Varian 300 MHz, DMSO-d6, shifts relative to the solvent peak at 2.49 ppm) δ 8.8 (m, 5H) 8.4 (d, 1H) 7.4 (m, 2H) 7.3 (m, 1H) 7.0 (d, 1H) 6.9 (m, 1H) 3.7 (m, 2H) 3.4 (m, 1H) 3.1 (m, 2H) 2.9 (m, 3H) 2.1 (m, 1H) 1.8 (m, 2H) 1.5 (m, 2H). The reactants are C(CCC)C=1NC2=C(N1)C=CC=C2C (2-butyl-4-methyl-benzimidazole), [N+](=O)([O-])C1=CC=C(CBr)C=C1 (4-nitrobenzyl bromide), [H-].[Na+] (NaH). The solvent is CN(C)C=O (DMF), CN(C)C=O (DMF), CN(C)C=O (DMF). Product: C(CCC)C1=NC2=C(N1CC1=CC=C(C=C1)[N+](=O)[O-])C=CC=C2C (2-Butyl 4-methyl-1-[(4-nitrophenyl)methyl]-1H-benzimidazole). Yield: 87.5%. RXN SMILES: [H-].[Na+].[CH2:3]([C:7]1[NH:8][C:9]2[C:15]([CH3:16])=[CH:14][CH:13]=[CH:12][C:10]=2[N:11]=1)[CH2:4][CH2:5][CH3:6].[N+:17]([C:20]1[CH:27]=[CH:26][C:23]([CH2:24]Br)=[CH:22][CH:21]=1)([O-:19])=[O:18]>CN(C=O)C>[CH2:3]([C:7]1[N:11]([CH2:24][C:23]2[CH:26]=[CH:27][C:20]([N+:17]([O-:19])=[O:18])=[CH:21][CH:22]=2)[C:10]2[CH:12]=[CH:13][CH:14]=[C:15]([CH3:16])[C:9]=2[N:8]=1)[CH2:4][CH2:5][CH3:6] |f:0.1|. Reported procedure: To a slurry of NaH (60%, 0.21 g. 5.3 mmol) in DMF was added with stirring a solution of 2-butyl-4-methyl-benzimidazole (1 g. 5.3 mmol) in DMF (20 mL under nitrogen atmosphere. After the gas evolution was complete, the reaction mixture was cooled in ice and a solution of 4-nitrobenzyl bromide (1.5 g, 5.3 mmol) in DMF (5 mL) was added with stirring. The reaction mixture was allowed to warm up slowly to room temperature and stirred for 16 hours. DMF was distilled under reduced pressure and the resi...